From a dataset of the Open Reaction Database (ORD), a public repository of structured organic reaction records. describe an organic reaction: reactants, conditions, products, and yield Reaction SMILES: [C:1]([CH3:2])(=[O:3])[NH:4][C:5](=[NH:6])[NH2:7].[CH2:10]([c:11]1[cH:12][cH:13][cH:14][cH:15][cH:16]1)[O:17][C:18](=[O:19])[N:20]1[CH:21]([C:25](=[S:26])[O:27][CH2:28][CH3:29])[CH2:22][CH2:23][CH2:24]1.[CH2:30]1[O:31][CH2:32][CH2:33][CH2:34]1.[H-:9].[Na+:8]>>[C:1]([CH3:2])(=[O:3])[N:4]=[C:5]([NH:6][C:25]([CH:21]1[N:20]([C:18]([O:17][CH2:10][c:11]2[cH:12][cH:13][cH:14][cH:15][cH:16]2)=[O:19])[CH2:24][CH2:23][CH2:22]1)=[S:26])[NH2:7]. The product is CC(=O)N=C(N)NC(=S)C1CCCN1C(=O)OCc1ccccc1. Starting materials: CC(=O)NC(=N)N, CCOC(=S)C1CCCN1C(=O)OCc1ccccc1, C1CCOC1, [H-], [Na+]. Starting materials: peptide, trichloroethanol ester, N([C@@H](CC(OCC1=CC=CC=C1)=O)C(=O)O)C(=O)OC(C)(C)C (Boc-Asp(OBzl)-OH), N([C@@H](CC(OCC1=CC=CC=C1)=O)C(=O)O)C(=O)OC(C)(C)C (Boc-Asp(OBzl)-OH), ClC(CO)(Cl)Cl (2,2,2-trichloroethanol), C(CCl)Cl (EDC). Reagents/catalysts: CN(C)C=1C=CN=CC1 (DMAP). The solvent is C(Cl)Cl (DCM). Reaction conditions: time 20 hour. The product is N([C@@H](CC(OCC1=CC=CC=C1)=O)C(=O)OCC(Cl)(Cl)Cl)C(=O)OC(C)(C)C (Boc-Asp(OBzl)-OTce). RXN SMILES: [NH:1]([C:17]([O:19][C:20]([CH3:23])([CH3:22])[CH3:21])=[O:18])[C@H:2]([C:14]([OH:16])=[O:15])[CH2:3][C:4](=[O:13])[O:5][CH2:6][C:7]1[CH:12]=[CH:11][CH:10]=[CH:9][CH:8]=1.[Cl:24][C:25]([Cl:29])([Cl:28])[CH2:26]O.C(Cl)CCl>CN(C1C=CN=CC=1)C.C(Cl)Cl>[NH:1]([C:17]([O:19][C:20]([CH3:23])([CH3:22])[CH3:21])=[O:18])[C@H:2]([C:14]([O:16][CH2:26][C:25]([Cl:29])([Cl:28])[Cl:24])=[O:15])[CH2:3][C:4](=[O:13])[O:5][CH2:6][C:7]1[CH:12]=[CH:11][CH:10]=[CH:9][CH:8]=1. Procedure details: Synthesis of the peptide segment is started by making the trichloroethanol ester of Boc-Asp(OBzl)-OH (Shioiri et al., 1989). This is achieved by stirring 1 g (3 mmol) of Boc-Asp(OBzl)-OH (Sigma), 0.4 ml of (3 mmol) 2,2,2-trichloroethanol (Aldrich), 100 mg of DMAP (dimethylaminopyridine; Aldrich), and 576 mg (3 mmol) of EDC (Aldrich) in 50 ml of DCM for 3 h at 0° C. and for 20 h at room temperature. The precipitate is filtered out and the filtrate is diluted with 100 ml of ethyl acetate. The ethy... As a reaction SMILES: C(OC1C=C(OC2CC3C(C(=O)N(C)CCCCC=CC4C(C(O)=O)(NC3=O)C4)C2)C2C(=CC(OC)=CC=2)N=1)C.[CH2:41]([O:43][C:44]1[CH:53]=[C:52]([O:54][CH:55]2[CH2:72][CH:71]3[CH:57]([C:58](=[O:84])[N:59]([CH3:83])[CH2:60][CH2:61][CH2:62][CH2:63][CH:64]=[CH:65][CH:66]4[C:68]([C:74]([NH:76][S:77]([CH:80]5[CH2:82][CH2:81]5)(=[O:79])=[O:78])=[O:75])([NH:69][C:70]3=[O:73])[CH2:67]4)[CH2:56]2)[C:51]2[C:46](=[C:47](C)[C:48]([O:85][CH3:86])=[CH:49][CH:50]=2)[N:45]=1)[CH3:42]>>[CH2:41]([O:43][C:44]1[CH:53]=[C:52]([O:54][CH:55]2[CH2:72][CH:71]3[CH:57]([C:58](=[O:84])[N:59]([CH3:83])[CH2:60][CH2:61][CH2:62][CH2:63][CH:64]=[CH:65][CH:66]4[C:68]([C:74]([NH:76][S:77]([CH:80]5[CH2:82][CH2:81]5)(=[O:78])=[O:79])=[O:75])([NH:69][C:70]3=[O:73])[CH2:67]4)[CH2:56]2)[C:51]2[C:46](=[CH:47][C:48]([O:85][CH3:86])=[CH:49][CH:50]=2)[N:45]=1)[CH3:42]. Product: C(C)OC1=NC2=CC(=CC=C2C(=C1)OC1CC2C(N(CCCCC=CC3CC3(NC(C2C1)=O)C(=O)NS(=O)(=O)C1CC1)C)=O)OC (N-[17-[2-ethoxy-7-methoxyquinolin-4-yloxy]-13-methyl-2,14-dioxo-3,13-diazatricyclo[13.3.0.04,6]octadec-7-ene-4-carbonyl](cyclopropyl)-sulfonamide). The reactants are C(C)OC1=NC2=CC(=CC=C2C(=C1)OC1CC2C(N(CCCCC=CC3CC3(NC(C2C1)=O)C(=O)O)C)=O)OC (17-[2-ethoxy-7-methoxyquinolin-4-yloxy]-13-methyl-2,14-dioxo-3,13-diazatricyclo[13.3.0.04,6]octadec-7-ene-4-carboxylic acid), C(C)OC1=NC2=C(C(=CC=C2C(=C1)OC1CC2C(N(CCCCC=CC3CC3(NC(C2C1)=O)C(=O)NS(=O)(=O)C1CC1)C)=O)OC)C (N-[17-[2-ethoxy-7-methoxy-8-methylquinolin-4-yloxy]-13-methyl-2,14-dioxo-3,13-diazatricyclo[13.3.0.04,6]octadec-7-ene-4-carbonyl](cyclo-propyl)sulfonamide). Procedure details: The title compound (5) was prepared from 17-[2-ethoxy-7-methoxyquinolin-4-yloxy]-13-methyl-2,14-dioxo-3,13-diazatricyclo[13.3.0.04,6]octadec-7-ene-4-carboxylic acid (4) following the procedure reported for synthesis of N-[17-[2-ethoxy-7-methoxy-8-methylquinolin-4-yloxy]-13-methyl-2,14-dioxo-3,13-diazatricyclo[13.3.0.04,6]octadec-7-ene-4-carbonyl](cyclopropyl)sulfonamide (3): m/z=555 (M+H)+. 1H NMR (CDCl3): 0.80-0.90 (m, 1H), 0.92-1.0 (m, 4H), 1.00-1.3 (m, 3H), 1.41 (t, J=7.1 Hz, 3H), 1.45-1.71 (...